Dataset: the Open Reaction Database (ORD), a public repository of structured organic reaction records. Task: describe an organic reaction: reactants, conditions, products, and yield Reactants: CuBr, IC=1C=NC=CC1 (3-iodopyridine), N1C=CC2=CC=CC(=C12)CN1CCC(CC1)C=1C=C(C=CC1)NC(C(C)C)=O (N-{3-[1-(1H-indol-7-ylmethyl)-4-piperidinyl]phenyl}-2-methylpropanamide). Yields the product CC(C(=O)NC1=CC(=CC=C1)C1CCN(CC1)CC=1C=CC=C2C=CN(C12)C=1C=NC=CC1)C (2-METHYL-N-[3-(1-{[1-(3-PYRIDINYL)-1H-INDOL-7-YL]METHYL}-4-PIPERIDINYL)PHENYL]PROPANAMIDE). Reaction SMILES: I[C:2]1[CH:3]=[N:4][CH:5]=[CH:6][CH:7]=1.[NH:8]1[C:16]2[C:11](=[CH:12][CH:13]=[CH:14][C:15]=2[CH2:17][N:18]2[CH2:23][CH2:22][CH:21]([C:24]3[CH:25]=[C:26]([NH:30][C:31](=[O:35])[CH:32]([CH3:34])[CH3:33])[CH:27]=[CH:28][CH:29]=3)[CH2:20][CH2:19]2)[CH:10]=[CH:9]1>>[CH3:34][CH:32]([CH3:33])[C:31]([NH:30][C:26]1[CH:27]=[CH:28][CH:29]=[C:24]([CH:21]2[CH2:20][CH2:19][N:18]([CH2:17][C:15]3[CH:14]=[CH:13][CH:12]=[C:11]4[C:16]=3[N:8]([C:2]3[CH:3]=[N:4][CH:5]=[CH:6][CH:7]=3)[CH:9]=[CH:10]4)[CH2:23][CH2:22]2)[CH:25]=1)=[O:35]. Procedure: Prepared by Procedure C and Scheme Q1, with CuBr in place of Cu, using 3-iodopyridine and N-{3-[1-(1H-indol-7-ylmethyl)-4-piperidinyl]phenyl}-2-methylpropanamide: ESMS m/e: 453.1 (M+H)+. Reaction SMILES: [CH3:1][O:2][C:3]1[C:4]([O:21][CH3:22])=[C:5]2[CH2:16][CH2:15][C:14]3[CH:17]=[CH:18][CH:19]=[CH:20][C:13]=3[CH:7]3[CH2:8][N:9]=[CH:10][C:11]([CH:12]=1)=[C:6]23.C[I:24].[CH2:25]([Mg]Br)C.C1C2C(=CC=CC=2)C=CN=1>>[I-:24].[CH3:1][O:2][C:3]1[C:4]([O:21][CH3:22])=[C:5]2[CH2:16][CH2:15][C:14]3[CH:17]=[CH:18][CH:19]=[CH:20][C:13]=3[CH:7]3[CH2:8][N+:9]([CH3:25])=[CH:10][C:11]([CH:12]=1)=[C:6]23 |f:4.5|. Reported procedure: By following serially the procedure of step (a) of example 5 and the procedure of example 6, and selecting 5,6-dimethoxy-1,7,8,12b-tetrahydrobenzo[6,7]cyclohepta[1,2,3-de]isoquinoline (described in example 2) as the starting material of formula II, methyl iodide as the organohalide and ethyl magnesium bromide as the Grignard reagent, (3,12b-trans)-3-ethyl-5,6-dimethoxy-2-methyl-1,2,3,7,8,12b-hexahydrobenzo[6,7]cyclohepta]1,2,3-de]isoquinoline, mp 92°-94° C., was obtained via 5,6-dimethoxy-2-meth... The reactants are C(C)[Mg]Br (ethyl magnesium bromide), COC=1C(=C2C=3C(CN=CC3C1)C1=C(CC2)C=CC=C1)OC (5,6-dimethoxy-1,7,8,12b-tetrahydrobenzo[6,7]cyclohepta[1,2,3-de]isoquinoline), organohalide, C1=NC=CC2=CC=CC=C12 (isoquinoline), formula II, CI (methyl iodide), Grignard reagent. Yields the product [I-].COC=1C(=C2C=3C(C[N+](=CC3C1)C)C1=C(CC2)C=CC=C1)OC (5,6-dimethoxy-2-methyl-1,7,8,12b-tetrahydrobenzo[6,7]cyclohepta[1,2,3-de]-isoquinolinium iodide).